Dataset: the Open Reaction Database (ORD), a public repository of structured organic reaction records. Task: describe an organic reaction: reactants, conditions, products, and yield Reactants: N(=[N+]=[N-])C(C(=O)OCC)=CC=1C=NC=CC1OC (Ethyl α-Azido-β-(4-methoxypyrid-3-yl)-acrylate). The solvent is CC=1C=CC=CC1C (o-xylene). Product: C(C)OC(=O)C1=CC=2C(=NC=CC2OC)N1 (2-Ethoxycarbonyl-4-methoxypyrrolo-[2,3-b]pyridine). As a reaction SMILES: [N:1]([C:4](=[CH:10][C:11]1[CH:12]=[N:13][CH:14]=[CH:15][C:16]=1[O:17][CH3:18])[C:5]([O:7][CH2:8][CH3:9])=[O:6])=[N+]=[N-]>CC1C=CC=CC=1C>[CH2:8]([O:7][C:5]([C:4]1[NH:1][C:12]2=[N:13][CH:14]=[CH:15][C:16]([O:17][CH3:18])=[C:11]2[CH:10]=1)=[O:6])[CH3:9]. Reported procedure: A stirred solution of ethyl-α-azido-β-(4-methoxypyrid-3-yl)-acrylate 2 (3.7 g, 14.9 mmol) in dry o-xylene (35 mL) was heated in an oil bath at 170° C. for 25 min. During this time the contents of the flask gained brick red color. After cooling, the mixture was concentrated under high vacuum. The resultant brown residue was purified on silica gel column using 5% methanol in CH2Cl2 to give 3 as brick red solid. Mp 195-197° C.; Yield: 3.3 g, 82%; ESI MS: m/z 220.9 (M+1). Reactants: O (water), BrBr (Bromine), FC1=CC=C2C=CN(C(C2=C1)=O)C (7-fluoro-2-methylisoquinolin-1-one). The solvent is C(C)(=O)O (acetic acid), C(C)(=O)O (acetic acid). Run at temperature 26 celsius, time 2 hour. Yields the product BrC1=CNC(C2=CC(=CC=C12)F)=O (4-bromo-7-fluoro-2H-isoquinolin-1-one). The yield is 25.8%. RXN SMILES: [Br:1]Br.[F:3][C:4]1[CH:13]=[C:12]2[C:7]([CH:8]=[CH:9][N:10](C)[C:11]2=[O:14])=[CH:6][CH:5]=1.O>C(O)(=O)C>[Br:1][C:8]1[C:7]2[C:12](=[CH:13][C:4]([F:3])=[CH:5][CH:6]=2)[C:11](=[O:14])[NH:10][CH:9]=1. Reported procedure: Bromine (3.8 g, 24 mmol) in acetic acid (6 mL) was added slowly to a mixture of 7-fluoro-2-methylisoquinolin-1-one (4 g, 22.4 mmol) in acetic acid (8 mL) at 0° C. After stirring at 26° C. for 2 h, the mixture was poured into water (100 mL) and the solid was collected by filtration. Purification by silica gel chromatography (PE:EA=20:1) gave the title compound (1.4 g, 44%) as an off-white solid. 1H NMR (CDCl3, 400 MHz) δ 8.11 (d, J=9.2 Hz, 1H), 7.84 (dd, J1=9.6 Hz, J2=4.8 Hz, 1H), 7.49-7.45 (m, 1... Product: CCOC(=O)C(C#N)c1cc(Oc2ccccc2Cl)ccc1OC. The reactants are CCOC(=O)OCC, CC[O-], Cc1ccccc1, CCO, COc1ccc(Oc2ccccc2Cl)cc1CC#N, [Na+], [Na]. As a reaction SMILES: [C:25]([O:26][CH2:27][CH3:28])([O:29][CH2:31][CH3:32])=[O:30].[CH3:2][CH2:3][O-:4].[CH3:33][c:34]1[cH:35][cH:36][cH:37][cH:38][cH:39]1.[CH3:40][CH2:41][OH:42].[CH3:6][O:7][c:8]1[c:9]([CH2:22][C:23]#[N:24])[cH:10][c:11]([O:14][c:15]2[c:16]([Cl:21])[cH:17][cH:18][cH:19][cH:20]2)[cH:12][cH:13]1.[Na+:1].[Na:5]>>[CH3:6][O:7][c:8]1[c:9]([CH:22]([C:23]#[N:24])[C:25]([O:26][CH2:27][CH3:28])=[O:29])[cH:10][c:11]([O:14][c:15]2[c:16]([Cl:21])[cH:17][cH:18][cH:19][cH:20]2)[cH:12][cH:13]1. Reactants: [Si](C)(C)(C(C)(C)C)O[C@H]1CCN2N=C([C@H]([C@@H]21)OCC2CC2)C2=C(C(=C(C#N)C=C2)Cl)C (4-((3S,3aR,4S)-4-((tert-butyldimethylsilyl)oxy)-3-(cyclopropylmethoxy)-3a,4,5,6-tetrahydro-3H-pyrrolo[1,2-b]pyrazol-2-yl)-2-chloro-3-methylbenzonitrile), CCCC[N+](CCCC)(CCCC)CCCC.[F-] (TBAF). The solvent is C(C)(=O)OCC (ethyl acetate), C1CCOC1 (THF). Reaction conditions: time 1 hour. Product: ClC1=C(C#N)C=CC(=C1C)C=1[C@H]([C@H]2N(N1)CC[C@@H]2O)OCC2CC2 (2-chloro-4-((3S,3aS,4S)-3-(cyclopropylmethoxy)-4-hydroxy-3a,4,5,6-tetrahydro-3H-pyrrolo[1,2-b]pyrazol-2-yl)-3-methylbenzonitrile). RXN SMILES: [Si]([O:8][C@@H:9]1[C@@H:16]2[N:12]([N:13]=[C:14]([C:22]3[CH:29]=[CH:28][C:25]([C:26]#[N:27])=[C:24]([Cl:30])[C:23]=3[CH3:31])[C@H:15]2[O:17][CH2:18][CH:19]2[CH2:21][CH2:20]2)[CH2:11][CH2:10]1)(C(C)(C)C)(C)C.CCCC[N+](CCCC)(CCCC)CCCC.[F-]>C1COCC1.C(OCC)(=O)C>[Cl:30][C:24]1[C:23]([CH3:31])=[C:22]([C:14]2[C@@H:15]([O:17][CH2:18][CH:19]3[CH2:21][CH2:20]3)[C@@H:16]3[C@@H:9]([OH:8])[CH2:10][CH2:11][N:12]3[N:13]=2)[CH:29]=[CH:28][C:25]=1[C:26]#[N:27] |f:1.2|. Procedure details: To a stirred solution of 4-((3S,3aR,4S)-4-((tert-butyldimethylsilyl)oxy)-3-(cyclopropylmethoxy)-3a,4,5,6-tetrahydro-3H-pyrrolo[1,2-b]pyrazol-2-yl)-2-chloro-3-methylbenzonitrile (60 mg, 0.13 mmol) in THF (2 mL) at 0° C. was added TBAF (0.26 mL, 0.26 mmol, 1M Solution in THF) and stirred for 1 h at room temperature. Once the starting material had disappeared (monitored by TLC), reaction mixture was diluted with ethyl acetate. Organic layer was washed with water, brine, dried over Na2SO4 and concen... Reactants: C(#N)C1=C(C=C(C=C1)N1C(N(C2(CCC2)C1=O)C1=CC=C(C=C1)CCCC(=O)O)=S)C(F)(F)F (4-(4-(7-(4-Cyano-3-(trifluoromethyl)phenyl)-8-oxo-6-thioxo-5,7-diazaspiro[3.4]octan-5-yl)phenyl)butanoic acid), Formula 51, S(=O)(Cl)Cl (thionyl chloride), CN(C)C=O (DMF). Reaction conditions: temperature 0 celsius, time 1 hour. The product is C(#N)C1=C(C=C(C=C1)N1C(N(C2(CCC2)C1=O)C1=CC=C(C=C1)CCCC(=O)N)=S)C(F)(F)F (4-(4-(7-(4-Cyano-3-(trifluoromethyl)phenyl)-8-oxo-6-thioxo-5,7-diazaspiro[3.4]octan-5-yl)phenyl)butanamide), Formula 52. As a reaction SMILES: [C:1]([C:3]1[CH:8]=[CH:7][C:6]([N:9]2[C:16](=[O:17])[C:12]3([CH2:15][CH2:14][CH2:13]3)[N:11]([C:18]3[CH:23]=[CH:22][C:21]([CH2:24][CH2:25][CH2:26][C:27]([OH:29])=O)=[CH:20][CH:19]=3)[C:10]2=[S:30])=[CH:5][C:4]=1[C:31]([F:34])([F:33])[F:32])#[N:2].S(Cl)(Cl)=O.C[N:40](C=O)C>>[C:1]([C:3]1[CH:8]=[CH:7][C:6]([N:9]2[C:16](=[O:17])[C:12]3([CH2:15][CH2:14][CH2:13]3)[N:11]([C:18]3[CH:23]=[CH:22][C:21]([CH2:24][CH2:25][CH2:26][C:27]([NH2:40])=[O:29])=[CH:20][CH:19]=3)[C:10]2=[S:30])=[CH:5][C:4]=1[C:31]([F:34])([F:33])[F:32])#[N:2]. Reported procedure: To a solution of 4-(4-(7-(4-Cyano-3-(trifluoromethyl)phenyl)-8-oxo-6-thioxo-5,7-diazaspiro[3.4]octan-5-yl)phenyl)butanoic acid, RD141 (Formula 51) (60 mg, 0.12 mmol) in DMF (3 mL) was added thionyl chloride (0.01 mL, 0.15 mmol) at 0° C. The mixture was stirred at 0° C. for 1 hour. Then ammonia was bubbled into the mixture. The mixture was partitioned with ethyl acetate (25 mL) and water (25 mL). The organic layer was dried over MgSO4, concentrated and chromatographed (dichloromethane:acetone, 70... Reported procedure: Following general procedure A, methyl hydrogen fumarate (MHF) (0.50 g, 3.84 mmol) dissolved in NMP was reacted at ca. 55° C. with N-butyl chloroacetamide (0.69 g, 4.61 mmol) in the presence of CsHCO3 (0.89 g, 4.61 mmol) to afford 0.19 g (21% yield) of the title compound (4) as a white solid after purification by mass-guided preparative HPLC and lyophilization. 1H NMR (CDCl3, 400 MHz): δ 6.98-6.92 (m, 2H), 6.09 (br s, 1H), 4.68 (s, 2H), 3.82 (s, 3H), 3.34-3.29 (q, 2H, J=6.4 Hz), 1.54-1.48 (m, 2H)... Isolated yield 20.3%. Solvent: CN1CCCC1=O (NMP). Product: C(\C=C\C(=O)OC)(=O)OCC(NCCCC)=O ((N-Butylcarbamoyl)methyl methyl (2E)but-2-ene-1,4-dioate). Starting materials: C(\C=C\C(=O)O)(=O)OC (methyl hydrogen fumarate), C(CCC)NC(CCl)=O (N-butyl chloroacetamide), C(O)([O-])=O.[Cs+] (cesium hydrogen carbonate). RXN SMILES: [C:1]([O:8][CH3:9])(=[O:7])/[CH:2]=[CH:3]/[C:4]([OH:6])=[O:5].[CH2:10]([NH:14][C:15](=[O:18])[CH2:16]Cl)[CH2:11][CH2:12][CH3:13].C(=O)([O-])O.[Cs+]>CN1C(=O)CCC1>[C:4]([O:6][CH2:16][C:15](=[O:18])[NH:14][CH2:10][CH2:11][CH2:12][CH3:13])(=[O:5])/[CH:3]=[CH:2]/[C:1]([O:8][CH3:9])=[O:7] |f:2.3|. Reactants: CC(C)=O, CO, CC(C)(O)Cn1c(CON)nc2c(N)nc3ccccc3c21. The product is CC(C)=NOCc1nc2c(N)nc3ccccc3c2n1CC(C)(C)O. As a reaction SMILES: [CH3:23][C:24]([CH3:25])=[O:26].[CH3:27][OH:28].[NH2:1][c:2]1[n:3][c:4]2[cH:5][cH:6][cH:7][cH:8][c:9]2[c:10]2[c:11]1[n:12][c:13]([CH2:20][O:21][NH2:22])[n:14]2[CH2:15][C:16]([CH3:17])([OH:18])[CH3:19]>>[NH2:1][c:2]1[n:3][c:4]2[cH:5][cH:6][cH:7][cH:8][c:9]2[c:10]2[c:11]1[n:12][c:13]([CH2:20][O:21][N:22]=[C:24]([CH3:23])[CH3:25])[n:14]2[CH2:15][C:16]([CH3:17])([OH:18])[CH3:19].